From a dataset of the Open Reaction Database (ORD), a public repository of structured organic reaction records. describe an organic reaction: reactants, conditions, products, and yield The reactants are C(C)(C)(C)OC(=O)N1CCC(CC1)NC=1C=NC(=CC1)NC(C)=O (4-(6-acetylamino-pyridin-3-ylamino)-piperidine-1-carboxylic acid tert-butyl ester), Cl (HCl). Solvent: O1CCOCC1 (dioxane), O1CCOCC1 (dioxane). Yields the product Cl.Cl.N1CCC(CC1)NC=1C=CC(=NC1)NC(C)=O (N-[5-(Piperidin-4-ylamino)-pyridin-2-yl]-acetamide dihydrochloride). RXN SMILES: C(OC([N:8]1[CH2:13][CH2:12][CH:11]([NH:14][C:15]2[CH:16]=[N:17][C:18]([NH:21][C:22](=[O:24])[CH3:23])=[CH:19][CH:20]=2)[CH2:10][CH2:9]1)=O)(C)(C)C.[ClH:25]>O1CCOCC1>[ClH:25].[ClH:25].[NH:8]1[CH2:13][CH2:12][CH:11]([NH:14][C:15]2[CH:20]=[CH:19][C:18]([NH:21][C:22](=[O:24])[CH3:23])=[N:17][CH:16]=2)[CH2:10][CH2:9]1 |f:3.4.5|. Procedure details: A solution of 4-(6-acetylamino-pyridin-3-ylamino)-piperidine-1-carboxylic acid tert-butyl ester (1.20 g, 3.59 mmol) in dioxane (20 mL) and 4 M HCl in dioxane (20 mL) was stirred at rt for 2 h. The solvent was removed under reduced pressure and the crude product used in the consecutive step without further purification assuming quantitative deprotection and formation of the dihydrochloride salt. MS (ISP): 235.3 [M+H]+.